This data is from the Open Reaction Database (ORD), a public repository of structured organic reaction records. The task is: describe an organic reaction: reactants, conditions, products, and yield The product is Cl.OC1=C(C(=O)O)C=CC=C1CC=1N=CNC1 (2-hydroxy-3-[(1H-imidazol-4-yl)methyl]-benzoic acid hydrochloride). The solvent is O (water). The reactants are OC1=C(C(=O)O)C=CC=C1CC=1N=CNC1 (2-hydroxy-3-[(1H-imidazol-4-yl)methyl]-benzoic acid), Cl (hydrochloric acid), OC1=C(C=CC=C1CC=1N=CNC1)CO (2-hydroxy-3-[(1H-imidazol-4-yl)methyl]-benzenemethanol), [OH-].[K+] (potassium hydroxide). Run at temperature 180 celsius. RXN SMILES: [OH:1][C:2]1[C:10]([CH2:11][C:12]2[N:13]=[CH:14][NH:15][CH:16]=2)=[CH:9][CH:8]=[CH:7][C:3]=1[C:4]([OH:6])=[O:5].OC1C(CC2N=CNC=2)=CC=CC=1CO.[OH-].[K+].[ClH:34]>O>[ClH:34].[OH:1][C:2]1[C:10]([CH2:11][C:12]2[N:13]=[CH:14][NH:15][CH:16]=2)=[CH:9][CH:8]=[CH:7][C:3]=1[C:4]([OH:6])=[O:5] |f:2.3,6.7|. Isolated yield 58.0%. Procedure: 2-hydroxy-3-[(1H-imidazol-4-yl)methyl]-benzoic acid (hydrochloride). 1 g of 2-hydroxy-3-[(1H-imidazol-4-yl)methyl]-benzenemethanol (prepared by the method described in Example 6.1 of the abovementioned U.S. patent application Ser. No. 116,325) is heated at 180° C. for two hours and a half and with thorough stirring, in the presence of 7.5 g of potassium hydroxide. The reaction mixture is then cooled and dissolved in 10 ml of water. The aqueous solution is acidified to pH 3-4 by addition of conce... Reactants: FC1=CC=C(C=C1)NCC=1C=NC=CC1 (N-(4-fluorophenyl)-[(3-pyridyl)methyl]amine), ClC1=CC=C(C=C1)N=C=O (4-chlorophenylisocyanate). Solvent: C(C)(=O)OCC (ethyl acetate). Yields the product N1=CC(=CC=C1)CN(C(=O)NC1=CC=C(C=C1)Cl)C1=CC=C(C=C1)F (N-[(3-pyridyl)methyl]-N-(4-fluorophenyl)-(4-chlorophenylamino)carboxamide). RXN SMILES: [F:1][C:2]1[CH:7]=[CH:6][C:5]([NH:8][CH2:9][C:10]2[CH:11]=[N:12][CH:13]=[CH:14][CH:15]=2)=[CH:4][CH:3]=1.[Cl:16][C:17]1[CH:22]=[CH:21][C:20]([N:23]=[C:24]=[O:25])=[CH:19][CH:18]=1>C(OCC)(=O)C>[N:12]1[CH:13]=[CH:14][CH:15]=[C:10]([CH2:9][N:8]([C:5]2[CH:4]=[CH:3][C:2]([F:1])=[CH:7][CH:6]=2)[C:24]([NH:23][C:20]2[CH:21]=[CH:22][C:17]([Cl:16])=[CH:18][CH:19]=2)=[O:25])[CH:11]=1. Procedure details: N-[(3-pyridyl)methyl]-N-(4-fluorophenyl)-(4-chlorophenylamino)carboxamide was prepared by the method of Example 21 by reacting 5.0 g. of N-(4-fluorophenyl)-[(3-pyridyl)methyl]amine with 3.76 g. of 4-chlorophenylisocyanate in 200 ml. of ethyl acetate. Weight 1.8 g. M.P. 95°-96° C. The product is CC1(O)CN(C(=O)Nc2cnn3ccc(N4CCCC4c4cc(F)ccc4Cl)nc23)C1. As a reaction SMILES: [C:24](=[O:25])([n:26]1[cH:27][cH:28][n:29][cH:30]1)[n:31]1[cH:32][cH:33][n:34][cH:35]1.[CH3:37][C:38]1([OH:42])[CH2:39][NH:40][CH2:41]1.[CH3:43][O:44][CH:45]1[CH2:46][NH:47][CH2:48]1.[CH:49]([N:50]([CH2:51][CH3:52])[CH:53]([CH3:54])[CH3:55])([CH3:56])[CH3:57].[Cl:1][c:2]1[c:3]([CH:9]2[N:10]([c:14]3[n:15][c:16]4[n:17]([cH:18][cH:19]3)[n:20][cH:21][c:22]4[NH2:23])[CH2:11][CH2:12][CH2:13]2)[cH:4][c:5]([F:8])[cH:6][cH:7]1.[Cl:58][CH2:59][Cl:60].[ClH:36]>>[Cl:1][c:2]1[c:3]([CH:9]2[N:10]([c:14]3[n:15][c:16]4[n:17]([cH:18][cH:19]3)[n:20][cH:21][c:22]4[NH:23][C:24](=[O:25])[N:40]3[CH2:39][C:38]([CH3:37])([OH:42])[CH2:41]3)[CH2:11][CH2:12][CH2:13]2)[cH:4][c:5]([F:8])[cH:6][cH:7]1. Starting materials: O=C(n1ccnc1)n1ccnc1, CC1(O)CNC1, COC1CNC1, CCN(C(C)C)C(C)C, Nc1cnn2ccc(N3CCCC3c3cc(F)ccc3Cl)nc12, ClCCl, Cl. Product: C(C)(C)(C)OC(=O)NCCC(=O)NCC1=C2C(N(C(C2=CC=C1)=O)C1C(NC(CC1)=O)=O)=O (3-[(tert-butoxy)carbonylamino]-N-{[2-(2,6-dioxo(3-piperidyl))-1,3-dioxoisoindolin-4-yl]methyl}propanamide). Procedure details: 1,8-Diazabicyclo[5,4,0]undec-7-ene (0.7 g, 4.62 mmol) was added to a stirred suspension of 4-(aminomethyl)-2-(2,6-dioxo(3-piperidyl))isoindoline-1,3-dione hydrochloride (0.6 g, 1.85 mmol) in CH3CN (50 ml). After stirring for 20 min, 1-hydroxybenzotriazole (0.3 g, 2.22 mmol), N-BOC-b-alanine (0.42 g, 2.22 mol) and 1-[3-(dimethylamino)propyl]-3-ethylcarbodimide hydrochloride 0.53 g, 2.78 mmol) were added. The mixture was stirred at room temperature for 17 hours. The solvent was removed in vacuo an... As a reaction SMILES: N12CCCN=C1CCCCC2.Cl.[NH2:13][CH2:14][C:15]1[CH:23]=[CH:22][CH:21]=[C:20]2[C:16]=1[C:17](=[O:33])[N:18]([CH:25]1[CH2:30][CH2:29][C:28](=[O:31])[NH:27][C:26]1=[O:32])[C:19]2=[O:24].ON1C2C=CC=CC=2N=N1.[C:44]([NH:51][CH2:52][CH2:53][C:54](O)=[O:55])([O:46][C:47]([CH3:50])([CH3:49])[CH3:48])=[O:45].Cl.CN(C)CCCN=C=NCC>CC#N>[C:47]([O:46][C:44]([NH:51][CH2:52][CH2:53][C:54]([NH:13][CH2:14][C:15]1[CH:23]=[CH:22][CH:21]=[C:20]2[C:16]=1[C:17](=[O:33])[N:18]([CH:25]1[CH2:30][CH2:29][C:28](=[O:31])[NH:27][C:26]1=[O:32])[C:19]2=[O:24])=[O:55])=[O:45])([CH3:50])([CH3:49])[CH3:48] |f:1.2,5.6|. Run at time 20 minute. The solvent is CC#N (CH3CN). The reactants are N12CCCCCC2=NCCC1 (1,8-Diazabicyclo[5,4,0]undec-7-ene), Cl.NCC1=C2C(N(C(C2=CC=C1)=O)C1C(NC(CC1)=O)=O)=O (4-(aminomethyl)-2-(2,6-dioxo(3-piperidyl))isoindoline-1,3-dione hydrochloride), ON1N=NC2=C1C=CC=C2 (1-hydroxybenzotriazole), C(=O)(OC(C)(C)C)NCCC(=O)O (N-BOC-b-alanine), Cl.CN(CCCN=C=NCC)C (1-[3-(dimethylamino)propyl]-3-ethylcarbodimide hydrochloride). The yield is 67.2%. The reactants are C1(CCCCC1)N=C=NC1CCCCC1 (Dicyclohexylcarbodiimide), C(C1=CC=CC=C1)O[C@@H](CC(=O)O)CCCCCCCCCCC ((R)-3-benzyloxytetradecanoic acid), Example 5. Reagents/catalysts: CN(C1=CC=NC=C1)C (4-dimethylaminopyridine). Run in C(Cl)Cl (methylene chloride). Conditions: time 18 hour. Yields the product C(=O)(NC1CCCCC1)NC1CCCCC1 (Dicyclohexylurea). RXN SMILES: [CH:1]1([N:7]=[C:8]=[N:9][CH:10]2[CH2:15][CH2:14][CH2:13][CH2:12][CH2:11]2)[CH2:6][CH2:5][CH2:4][CH2:3][CH2:2]1.C([O:23][C@H](CCCCCCCCCCC)CC(O)=O)C1C=CC=CC=1>CN(C)C1C=CN=CC=1.C(Cl)Cl>[C:8]([NH:7][CH:1]1[CH2:2][CH2:3][CH2:4][CH2:5][CH2:6]1)([NH:9][CH:10]1[CH2:15][CH2:14][CH2:13][CH2:12][CH2:11]1)=[O:23]. Reported procedure: Dicyclohexylcarbodiimide (963 mg, 4.67 mmol), 4-dimethylaminopyridine (574 mg, 4.70 mmol) and (R)-3-benzyloxytetradecanoic acid (1.50 g, 4.48 mmol) were added to a solution of the compound of Reference Example 5 (1.96 g, 3.71 mmol) in methylene chloride (30 ml) and the mixture was stirred at room temperature for 18 hours. Dicyclohexylurea produced during the reaction was removed by filtration and the filtrate was concentrated under reduced pressure. The residue was diluted with ethyl acetate. Th... Reactants: CN(C1=NC=CC=C1)CC=1C=C(C=CC1)C1=CC=C(C=C1)C=O (3′-[(methylpyrid-2-ylamino)methyl]biphenyl-4-carbaldehyde), S1C(NC(C1)=O)=O (2,4-thiazolidine dione). Yields the product CN(C1=NC=CC=C1)CC=1C=C(C=CC1)C1=CC=C(C=C1)C=C1C(NC(S1)=O)=O (5-{3′-[(Methylpyrid-2-ylamino)methyl]-biphenyl-4-ylmethylene}thiazolidine-2,4-dione). The yield is 86.2%. Reaction SMILES: [CH3:1][N:2]([CH2:9][C:10]1[CH:11]=[C:12]([C:16]2[CH:21]=[CH:20][C:19]([CH:22]=O)=[CH:18][CH:17]=2)[CH:13]=[CH:14][CH:15]=1)[C:3]1[CH:8]=[CH:7][CH:6]=[CH:5][N:4]=1.[S:24]1[CH2:28][C:27](=[O:29])[NH:26][C:25]1=[O:30]>>[CH3:1][N:2]([CH2:9][C:10]1[CH:11]=[C:12]([C:16]2[CH:17]=[CH:18][C:19]([CH:22]=[C:28]3[S:24][C:25](=[O:30])[NH:26][C:27]3=[O:29])=[CH:20][CH:21]=2)[CH:13]=[CH:14][CH:15]=1)[C:3]1[CH:8]=[CH:7][CH:6]=[CH:5][N:4]=1. Procedure details: In a manner similar to that of Example 1(f), by reacting 610 mg (1.85 mmol) of 3′-[(methylpyrid-2-ylamino)methyl]biphenyl-4-carbaldehyde with 216 mg (1.85 mmol) of 2,4-thiazolidine dione, 640 mg (81%) of expected product are obtained.